This data is from the Open Reaction Database (ORD), a public repository of structured organic reaction records. The task is: describe an organic reaction: reactants, conditions, products, and yield Starting materials: O=C([O-])[O-], CCOC(=O)c1ccc(O)cc1, CS(C)=O, Clc1nccnc1Cl, [Cs+], [Cs+]. The product is CCOC(=O)c1ccc(Oc2nccnc2Cl)cc1. Reaction SMILES: [C:21](=[O:22])([O-:23])[O-:24].[CH2:1]([CH3:2])[O:3][C:4]([c:5]1[cH:6][cH:7][c:8]([OH:11])[cH:9][cH:10]1)=[O:12].[CH3:27][S:28]([CH3:29])=[O:30].[Cl:13][c:14]1[n:15][cH:16][cH:17][n:18][c:19]1[Cl:20].[Cs+:25].[Cs+:26]>>[CH2:1]([CH3:2])[O:3][C:4]([c:5]1[cH:6][cH:7][c:8]([O:11][c:19]2[c:14]([Cl:13])[n:15][cH:16][cH:17][n:18]2)[cH:9][cH:10]1)=[O:12]. Starting materials: C(C)(C)(C)OC(=O)N1CC(C1)N1CC2=CC=C(C=C2CC1)CN1CCC1 (3-[6-(Azetidin-1-yl-methyl)-1,2,3,4-tetrahydro-isoquinolin-2-yl]-azetidine-1-carboxylic acid tert-butyl ester), CO (methanol), Cl (hydrogen chloride). Reaction conditions: time 30 minute. The product is Cl.Cl.Cl.N1(CCC1)CC=1C=C2CCN(CC2=CC1)C1CNC1 (6-(Azetidin-1-ylmethyl)-2-(azetidin-3-yl)-1,2,3,4-tetrahydro-isoquinoline trihydrochloride). Yield: 100.0%. RXN SMILES: C(OC([N:8]1[CH2:11][CH:10]([N:12]2[CH2:21][CH2:20][C:19]3[C:14](=[CH:15][CH:16]=[C:17]([CH2:22][N:23]4[CH2:26][CH2:25][CH2:24]4)[CH:18]=3)[CH2:13]2)[CH2:9]1)=O)(C)(C)C.CO.[ClH:29]>>[ClH:29].[ClH:29].[ClH:29].[N:23]1([CH2:22][C:17]2[CH:18]=[C:19]3[C:14](=[CH:15][CH:16]=2)[CH2:13][N:12]([CH:10]2[CH2:9][NH:8][CH2:11]2)[CH2:21][CH2:20]3)[CH2:26][CH2:25][CH2:24]1 |f:3.4.5.6|. Reported procedure: 3-[6-(Azetidin-1-yl-methyl)-1,2,3,4-tetrahydro-isoquinolin-2-yl]-azetidine-1-carboxylic acid tert-butyl ester (2.042 mmol, 2 equiv.) was dissolved in hydrogen chloride in methanol (1.25 M, 10 equiv., 16 ml) and stirred for 30 minutes at boiling temperature. After monitoring by thin-layer chromatography, the methanol was removed and the residue was dissolved in ethanol/acetone (1:5, 20 ml). The hydrochloride was precipitated with diethyl ether (50 ml), filtered, washed with diethyl ether and drie... Starting materials: N1CCC(CC1)CC(=O)O (4-Piperidinylacetic acid), C(C)(=O)OC(C)=O (acetic anhydride). RXN SMILES: [NH:1]1[CH2:6][CH2:5][CH:4]([CH2:7][C:8]([OH:10])=[O:9])[CH2:3][CH2:2]1.[C:11](OC(=O)C)(=[O:13])[CH3:12]>>[C:11]([N:1]1[CH2:6][CH2:5][CH:4]([CH2:7][C:8]([OH:10])=[O:9])[CH2:3][CH2:2]1)(=[O:13])[CH3:12]. The yield is 98.7%. Reported procedure: 4-Piperidinylacetic acid (5 grams) (35.0 mmoles) was reacted with acetic anhydride (10.7 grams) (105.0 mmoles) as described in Preparative Example 13A to give the title compound (Yield: 6.4 grams, 99%, MH+ 185). Yields the product C(C)(=O)N1CCC(CC1)CC(=O)O (1-N-ACETYL-4-PIPERIDINYLACETIC ACID).